Dataset: the Open Reaction Database (ORD), a public repository of structured organic reaction records. Task: describe an organic reaction: reactants, conditions, products, and yield Reactants: CC(C)(C)N=C=S, CCO, COc1ccc(C(N)CO)cc1, O. Product: COc1ccc(C(CO)NC(=S)NC(C)(C)C)cc1. As a reaction SMILES: [C:13]([CH3:14])([CH3:15])([CH3:16])[N:17]=[C:18]=[S:19].[CH3:20][CH2:21][OH:22].[NH2:1][CH:2]([CH2:3][OH:4])[c:5]1[cH:6][cH:7][c:8]([O:11][CH3:12])[cH:9][cH:10]1.[OH2:23]>>[NH:1]([CH:2]([CH2:3][OH:4])[c:5]1[cH:6][cH:7][c:8]([O:11][CH3:12])[cH:9][cH:10]1)[C:18]([NH:17][C:13]([CH3:14])([CH3:15])[CH3:16])=[S:19]. Starting materials: O (water), C(C)OC(C1=CC(=C(C(=C1)S(N)(=O)=O)NC1=CC=CC(=N1)C)[N+](=O)[O-])=O (Ethyl-4-(2-methyl-6-pyridylamino)-3-nitro-5-sulphamyl-benzoate), Cl (hydrochloric acid). Run in [OH-].[Na+] (sodium hydroxide). The product is CC1=NC(=CC=C1)NC1=C(C=C(C(=O)O)C=C1S(N)(=O)=O)[N+](=O)[O-] (4-(2-methyl-6-pyridylamino)-3-nitro-5-sulphamyl-benzoic acid). RXN SMILES: C([O:3][C:4](=[O:26])[C:5]1[CH:10]=[C:9]([S:11](=[O:14])(=[O:13])[NH2:12])[C:8]([NH:15][C:16]2[N:21]=[C:20]([CH3:22])[CH:19]=[CH:18][CH:17]=2)=[C:7]([N+:23]([O-:25])=[O:24])[CH:6]=1)C.O.Cl>[OH-].[Na+]>[CH3:22][C:20]1[CH:19]=[CH:18][CH:17]=[C:16]([NH:15][C:8]2[C:9]([S:11](=[O:13])(=[O:14])[NH2:12])=[CH:10][C:5]([C:4]([OH:26])=[O:3])=[CH:6][C:7]=2[N+:23]([O-:25])=[O:24])[N:21]=1 |f:3.4|. Procedure: Ethyl-4-(2-methyl-6-pyridylamino)-3-nitro-5-sulphamyl-benzoate (2 g) was dissolved in 1N sodium hydroxide (30 ml) and heated on a steam bath for 1 hour. After cooling, water (50 ml) was added, and the pH of the reaction mixture was adjusted to 4.5 by addition of 1N hydrochloric acid. The precipitated 4-(2-methyl-6-pyridylamino)-3-nitro-5-sulphamyl-benzoic acid was collected by suction, washed with water, and dried. The compound had a melting point of 305°C (decomp.).